From a dataset of the Open Reaction Database (ORD), a public repository of structured organic reaction records. describe an organic reaction: reactants, conditions, products, and yield RXN SMILES: [CH3:1][O:2][C:3]1=[C:8]([O:9][CH3:10])[C:7](=[O:11])[C:6]([CH2:12][c:13]2[cH:14][cH:15][c:16]([O:29][C:30](=[O:31])[CH3:32])[c:17]([C:18](=[O:19])[NH:20][c:21]3[cH:22][cH:23][c:24]([F:27])[cH:25][cH:26]3)[cH:28]2)=[C:5]([CH3:33])[C:4]1=[O:34].[CH3:40][OH:41].[Na+:35].[OH2:42].[OH:36][C:37](=[O:38])[O-:39]>>[CH3:1][O:2][C:3]1=[C:8]([O:9][CH3:10])[C:7](=[O:11])[C:6]([CH2:12][c:13]2[cH:14][cH:15][c:16]([OH:29])[c:17]([C:18](=[O:19])[NH:20][c:21]3[cH:22][cH:23][c:24]([F:27])[cH:25][cH:26]3)[cH:28]2)=[C:5]([CH3:33])[C:4]1=[O:34]. Yields the product COC1=C(OC)C(=O)C(Cc2ccc(O)c(C(=O)Nc3ccc(F)cc3)c2)=C(C)C1=O. Reactants: COC1=C(OC)C(=O)C(Cc2ccc(OC(C)=O)c(C(=O)Nc3ccc(F)cc3)c2)=C(C)C1=O, CO, [Na+], O, O=C([O-])O. Reactants: Cn1cc(CCCCN2CCC(O)(c3ccccc3)CC2)c2cc(C(N)=O)ccc21, Cl. Product: Cn1cc(CCCCN2CC=C(c3ccccc3)CC2)c2cc(C(N)=O)ccc21. As a reaction SMILES: [CH3:1][n:2]1[cH:3][c:4]([CH2:14][CH2:15][CH2:16][CH2:17][N:18]2[CH2:19][CH2:20][C:21]([c:24]3[cH:25][cH:26][cH:27][cH:28][cH:29]3)([OH:30])[CH2:22][CH2:23]2)[c:5]2[cH:6][c:7]([C:11](=[O:12])[NH2:13])[cH:8][cH:9][c:10]12.[ClH:31]>>[CH3:1][n:2]1[cH:3][c:4]([CH2:14][CH2:15][CH2:16][CH2:17][N:18]2[CH2:19][CH:20]=[C:21]([c:24]3[cH:25][cH:26][cH:27][cH:28][cH:29]3)[CH2:22][CH2:23]2)[c:5]2[cH:6][c:7]([C:11](=[O:12])[NH2:13])[cH:8][cH:9][c:10]12. Starting materials: C1(=CC=CC=C1)C=1CCN(CC1)CCSCC1=CNC2=CC(=C(C=C12)OC)C(=O)OCC (3-[4-(4-phenyl-1,2,3,6-tetrahydropyridyl)-2-thiabutyl]-5-methoxy-6-ethoxycarbonylindole), [OH-].[K+] (KOH). Run in O (water). Product: C1(=CC=CC=C1)C=1CCN(CC1)CCSCC1=CNC2=CC(=C(C=C12)OC)C(=O)O (3-[4-(4-phenyl-1,2,3,6-tetrahydropyridyl)-2-thiabutyl]-5-methoxyindole-6-carboxylic acid). As a reaction SMILES: [C:1]1([C:7]2[CH2:8][CH2:9][N:10]([CH2:13][CH2:14][S:15][CH2:16][C:17]3[C:25]4[C:20](=[CH:21][C:22]([C:28]([O:30]CC)=[O:29])=[C:23]([O:26][CH3:27])[CH:24]=4)[NH:19][CH:18]=3)[CH2:11][CH:12]=2)[CH:6]=[CH:5][CH:4]=[CH:3][CH:2]=1.[OH-].[K+]>O>[C:1]1([C:7]2[CH2:12][CH2:11][N:10]([CH2:13][CH2:14][S:15][CH2:16][C:17]3[C:25]4[C:20](=[CH:21][C:22]([C:28]([OH:30])=[O:29])=[C:23]([O:26][CH3:27])[CH:24]=4)[NH:19][CH:18]=3)[CH2:9][CH:8]=2)[CH:2]=[CH:3][CH:4]=[CH:5][CH:6]=1 |f:1.2|. Procedure details: 4.5 g of 3-[4-(4-phenyl-1,2,3,6-tetrahydropyridyl)-2-thiabutyl]-5-methoxy-6-ethoxycarbonylindole are boiled with 20 ml of water and 100 ml of 2N ethanolic KOH for 30 minutes, and the mixture is worked up in the customary manner to give 3-[4-(4-phenyl-1,2,3,6-tetrahydropyridyl)-2-thiabutyl]-5-methoxyindole-6-carboxylic acid, m.p. 168°-171°. Reactants: [BH3-]C#N, CO, [Cl-], Cl, [Na+], [Na+], CC(C(=O)O)c1ccc(C=C2CCCCC2=O)cc1. Product: CC(C(=O)O)c1ccc(C=C2CCCCC2O)cc1. As a reaction SMILES: [C:20]([BH3-:21])#[N:22].[CH3:27][OH:28].[Cl-:26].[ClH:24].[Na+:23].[Na+:25].[O:1]=[C:2]1[C:3](=[CH:8][c:9]2[cH:10][cH:11][c:12]([CH:15]([C:16](=[O:17])[OH:18])[CH3:19])[cH:13][cH:14]2)[CH2:4][CH2:5][CH2:6][CH2:7]1>>[OH:1][CH:2]1[C:3](=[CH:8][c:9]2[cH:10][cH:11][c:12]([CH:15]([C:16](=[O:17])[OH:18])[CH3:19])[cH:13][cH:14]2)[CH2:4][CH2:5][CH2:6][CH2:7]1. Reactants: COc1ccccc1O, O=[N+]([O-])c1ccnc(Cl)c1, [H-], [Na+]. Yields the product COc1ccccc1Oc1ccnc(Cl)c1. As a reaction SMILES: [CH3:1][O:2][c:3]1[cH:4][cH:5][cH:6][cH:7][c:8]1[OH:9].[Cl:12][c:13]1[n:14][cH:15][cH:16][c:17]([N+:19]([O-:20])=[O:21])[cH:18]1.[H-:10].[Na+:11]>>[CH3:1][O:2][c:3]1[cH:4][cH:5][cH:6][cH:7][c:8]1[O:9][c:17]1[cH:16][cH:15][n:14][c:13]([Cl:12])[cH:18]1.